Dataset: the Open Reaction Database (ORD), a public repository of structured organic reaction records. Task: describe an organic reaction: reactants, conditions, products, and yield The reactants are CCNC(=O)c1ccc([N+](=O)[O-])c(OCc2ccccc2)c1, CCOC(C)=O, CO, Cl[Sn]Cl. Product: CCNC(=O)c1ccc(N)c(OCc2ccccc2)c1. RXN SMILES: [CH2:1]([CH3:2])[NH:3][C:4]([c:5]1[cH:6][c:7]([O:14][CH2:15][c:16]2[cH:17][cH:18][cH:19][cH:20][cH:21]2)[c:8]([N+:11]([O-:12])=[O:13])[cH:9][cH:10]1)=[O:22].[CH3:26][CH2:27][O:28][C:29](=[O:30])[CH3:31].[CH3:32][OH:33].[Sn:23]([Cl:24])[Cl:25]>>[CH2:1]([CH3:2])[NH:3][C:4]([c:5]1[cH:6][c:7]([O:14][CH2:15][c:16]2[cH:17][cH:18][cH:19][cH:20][cH:21]2)[c:8]([NH2:11])[cH:9][cH:10]1)=[O:22]. The reactants are N(=NC(=O)OC(C)C)C(=O)OC(C)C (diisopropyl azodicarboxylate), ClC=1C=CC(=NC1)NC(C1=C(C=CC(=C1)F)NC(C1=C(C=C(C=C1)F)O)=O)=O (N-(5-Chloropyridin-2-yl)-5-fluoro-2-(4-fluoro-2-hydroxybenzoylamino)-benzamide), OC1CCC2(OCCO2)CC1 (8-hydroxy-1,4-dioxa-spiro[4.5]decane), C1(=CC=CC=C1)P(C1=CC=CC=C1)C1=CC=CC=C1 (triphenylphosphine). Run in C(Cl)Cl (methylene chloride), CN(C)C=O (DMF), C1CCOC1 (THF), CCOCC (Ether). Yields the product ClC=1C=CC(=NC1)NC(C1=C(C=CC(=C1)F)NC(C1=C(C=C(C=C1)F)OC1CCC2(OCCO2)CC1)=O)=O (N-(5-Chloropyridin-2-yl)-5-fluoro-2-[4-fluoro-2-(1,4-dioxa-spiro[4.5]decan-8-yloxy)benzoylamino]benzamide). Isolated yield 70.3%. As a reaction SMILES: [Cl:1][C:2]1[CH:3]=[CH:4][C:5]([NH:8][C:9](=[O:28])[C:10]2[CH:15]=[C:14]([F:16])[CH:13]=[CH:12][C:11]=2[NH:17][C:18](=[O:27])[C:19]2[CH:24]=[CH:23][C:22]([F:25])=[CH:21][C:20]=2[OH:26])=[N:6][CH:7]=1.O[CH:30]1[CH2:39][CH2:38][C:33]2([O:37][CH2:36][CH2:35][O:34]2)[CH2:32][CH2:31]1.C1(P(C2C=CC=CC=2)C2C=CC=CC=2)C=CC=CC=1.N(C(OC(C)C)=O)=NC(OC(C)C)=O>CN(C=O)C.CCOCC.C1COCC1.C(Cl)Cl>[Cl:1][C:2]1[CH:3]=[CH:4][C:5]([NH:8][C:9](=[O:28])[C:10]2[CH:15]=[C:14]([F:16])[CH:13]=[CH:12][C:11]=2[NH:17][C:18](=[O:27])[C:19]2[CH:24]=[CH:23][C:22]([F:25])=[CH:21][C:20]=2[O:26][CH:30]2[CH2:39][CH2:38][C:33]3([O:37][CH2:36][CH2:35][O:34]3)[CH2:32][CH2:31]2)=[N:6][CH:7]=1. Reported procedure: N-(5-Chloropyridin-2-yl)-5-fluoro-2-(4-fluoro-2-hydroxybenzoylamino)-benzamide (1.62 g, 4 mmol), 8-hydroxy-1,4-dioxa-spiro[4.5]decane (630 mg, 4 mmol), and triphenylphosphine (1.04 g, 4 mmol) were dissolved in 4 mL dry DMF, 2 mL dry methylene chloride, and 6 mL dry THF. The resulting slurry was sonicated for 5 min, and then diisopropyl azodicarboxylate (DIAD, 0.8 mL, 4 mmol) was added; and the mixture was sonicated for 2 h. Ether (40 mL) was added, and the mixture was cooled in the freezer overn... The product is COc1cccc(-n2ncc3c(NCC(O)(CC(C)(C)c4cc(F)ccc4OC)C(F)(F)F)cc(C)cc32)c1. Reactants: COc1cccc(-n2ncc3c(Br)cc(C)cc32)c1, CC(C)(C)[O-], Cc1ccccc1, CCOC(C)=O, COc1ccc(F)cc1C(C)(C)CC(O)(CN)C(F)(F)F, [Na+], O=C(C=Cc1ccccc1)C=Cc1ccccc1, O=C(C=Cc1ccccc1)C=Cc1ccccc1, O=C(C=Cc1ccccc1)C=Cc1ccccc1, [Pd], [Pd]. As a reaction SMILES: [Br:22][c:23]1[c:24]2[cH:25][n:26][n:27](-[c:33]3[cH:34][c:35]([O:39][CH3:40])[cH:36][cH:37][cH:38]3)[c:28]2[cH:29][c:30]([CH3:32])[cH:31]1.[CH3:41][C:42]([CH3:43])([O-:44])[CH3:45].[CH3:47][c:48]1[cH:49][cH:50][cH:51][cH:52][cH:53]1.[CH3:54][CH2:55][O:56][C:57](=[O:58])[CH3:59].[NH2:1][CH2:2][C:3]([C:4]([F:5])([F:6])[F:7])([CH2:8][C:9]([CH3:10])([CH3:11])[c:12]1[c:13]([O:19][CH3:20])[cH:14][cH:15][c:16]([F:18])[cH:17]1)[OH:21].[Na+:46].[O:62]=[C:63]([CH:64]=[CH:65][c:66]1[cH:67][cH:68][cH:69][cH:70][cH:71]1)[CH:72]=[CH:73][c:74]1[cH:75][cH:76][cH:77][cH:78][cH:79]1.[O:80]=[C:81]([CH:82]=[CH:83][c:84]1[cH:85][cH:86][cH:87][cH:88][cH:89]1)[CH:90]=[CH:91][c:92]1[cH:93][cH:94][cH:95][cH:96][cH:97]1.[O:98]=[C:99]([CH:100]=[CH:101][c:102]1[cH:103][cH:104][cH:105][cH:106][cH:107]1)[CH:108]=[CH:109][c:110]1[cH:111][cH:112][cH:113][cH:114][cH:115]1.[Pd:60].[Pd:61]>>[NH:1]([CH2:2][C:3]([C:4]([F:5])([F:6])[F:7])([CH2:8][C:9]([CH3:10])([CH3:11])[c:12]1[c:13]([O:19][CH3:20])[cH:14][cH:15][c:16]([F:18])[cH:17]1)[OH:21])[c:23]1[c:24]2[cH:25][n:26][n:27](-[c:33]3[cH:34][c:35]([O:39][CH3:40])[cH:36][cH:37][cH:38]3)[c:28]2[cH:29][c:30]([CH3:32])[cH:31]1. The reactants are C(C1=CC=CC=C1)OC([C@@H](C(C)C)N(S(=O)(=O)C1=C(C(=C(C=C1C)OC)C)C)CC1=CC2=C(C=C1)OCO2)=O (2(R)-[(3,4-methylenedioxybenzyl)-(4-methoxy-2,3,6-trimethylbenzenesulfonyl)amino]-3-methylbutyric acid benzyl ester). Reagents/catalysts: [Pd] (Pd/C). Run in C(C)O.O1CCCC1 (ethanol tetrahydrofuran). Reaction conditions: time 3 hour. The product is C1OC=2C=C(CN([C@@H](C(=O)O)C(C)C)S(=O)(=O)C3=C(C(=C(C=C3C)OC)C)C)C=CC2O1 (2(R)-[(3,4-methylenedioxybenzyl)-(4-methoxy-2,3,6-trimethylbenzenesulfonyl)amino]-3-methylbutyric acid). Yield: 99.1%. As a reaction SMILES: C([O:8][C:9](=[O:39])[C@H:10]([N:14]([CH2:29][C:30]1[CH:35]=[CH:34][C:33]2[O:36][CH2:37][O:38][C:32]=2[CH:31]=1)[S:15]([C:18]1[C:23]([CH3:24])=[CH:22][C:21]([O:25][CH3:26])=[C:20]([CH3:27])[C:19]=1[CH3:28])(=[O:17])=[O:16])[CH:11]([CH3:13])[CH3:12])C1C=CC=CC=1>[Pd].C(O)C.O1CCCC1>[CH2:37]1[O:36][C:33]2[CH:34]=[CH:35][C:30]([CH2:29][N:14]([S:15]([C:18]3[C:23]([CH3:24])=[CH:22][C:21]([O:25][CH3:26])=[C:20]([CH3:27])[C:19]=3[CH3:28])(=[O:17])=[O:16])[C@H:10]([CH:11]([CH3:13])[CH3:12])[C:9]([OH:39])=[O:8])=[CH:31][C:32]=2[O:38]1 |f:2.3|. Reported procedure: To a solution of 2(R)-[(3,4-methylenedioxybenzyl)-(4-methoxy-2,3,6-trimethylbenzenesulfonyl)amino]-3-methylbutyric acid benzyl ester (4.7 g, 8.49 mmol) in a 4:1 mixture of ethanol/tetrahydrofuran (40 mL) was added 10% Pd/C (0.15 g). The reaction mixture was placed under a hydrogen balloon. After 3 h, the reaction mixture was filtered through Celite and the Celite cake was washed with ethanol. The filtrate was concentrated to give of 2(R)-[(3,4-methylenedioxybenzyl)-(4-methoxy-2,3,6-trimethylbenz...